This data is from the Open Reaction Database (ORD), a public repository of structured organic reaction records. The task is: describe an organic reaction: reactants, conditions, products, and yield Reactants: C(C)(C)(C)OC(N(C)C=1SC(=CC1S(N(C)CC(O)C1=CC=C(C=C1)F)(=O)=O)C(C)=O)=O ((5-Acetyl-3-{[2-(4-fluorophenyl)-2-hydroxy-ethyl]-methyl-sulfamoyl}-thiophene-2-yl)-methyl-carbamic acid t-butyl ester), FC(C(=O)O)(F)F (trifluoroacetic acid). Yields the product FC1=CC=C(C=C1)C(CN(S(=O)(=O)C1=C(SC(=C1)C(C)=O)NC)C)O (5-Acetyl-2-methylamino-thiophene-3-sulfonic acid [2-(4-fluorophenyl)-2-hydroxy-ethyl]-methyl-amide). The yield is 91.9%. Reaction SMILES: C(O[C:6](=O)[N:7]([C:9]1[S:10][C:11]([C:29](=[O:31])[CH3:30])=[CH:12][C:13]=1[S:14](=[O:28])(=[O:27])[N:15]([CH2:17][CH:18]([C:20]1[CH:25]=[CH:24][C:23]([F:26])=[CH:22][CH:21]=1)[OH:19])[CH3:16])C)(C)(C)C.FC(F)(F)C(O)=O>>[F:26][C:23]1[CH:22]=[CH:21][C:20]([CH:18]([OH:19])[CH2:17][N:15]([CH3:16])[S:14]([C:13]2[CH:12]=[C:11]([C:29](=[O:31])[CH3:30])[S:10][C:9]=2[NH:7][CH3:6])(=[O:28])=[O:27])=[CH:25][CH:24]=1. Reported procedure: (5-Acetyl-3-{[2-(4-fluorophenyl)-2-hydroxy-ethyl]-methyl-sulfamoyl}-thiophene-2-yl)-methyl-carbamic acid t-butyl ester (600 mg) was treated with trifluoroacetic acid, and the title compound (438 mg) was obtained as a colorless solid, in the same way as Preparation Example 98. Reactants: O=C([O-])[O-], CC(C)c1cc(C(C)C)c(-c2ccccc2P(C2CCCCC2)C2CCCCC2)c(C(C)C)c1, OCCOc1cc(Cl)nc(SCc2cccc(F)c2F)n1, [Cs+], [Cs+], O=C(C=Cc1ccccc1)C=Cc1ccccc1, NS(=O)(=O)N1CCOCC1, C1COCCO1, O=C(C=Cc1ccccc1)C=Cc1ccccc1, O=C(C=Cc1ccccc1)C=Cc1ccccc1, [Pd], [Pd]. Product: O=S(=O)(Nc1cc(OCCO)nc(SCc2cccc(F)c2F)n1)N1CCOCC1. RXN SMILES: [C:45](=[O:46])([O-:47])[O-:48].[CH:11]1([P:12]([CH:13]2[CH2:14][CH2:15][CH2:16][CH2:17][CH2:18]2)[c:19]2[cH:20][cH:21][cH:22][cH:23][c:24]2-[c:25]2[c:26]([CH:27]([CH3:28])[CH3:29])[cH:30][c:31]([CH:32]([CH3:33])[CH3:34])[cH:35][c:36]2[CH:37]([CH3:38])[CH3:39])[CH2:40][CH2:41][CH2:42][CH2:43][CH2:44]1.[Cl:51][c:52]1[cH:53][c:54]([O:68][CH2:69][CH2:70][OH:71])[n:55][c:56]([S:58][CH2:59][c:60]2[c:61]([F:67])[c:62]([F:66])[cH:63][cH:64][cH:65]2)[n:57]1.[Cs+:49].[Cs+:50].[O:116]=[C:117]([CH:118]=[CH:119][c:120]1[cH:121][cH:122][cH:123][cH:124][cH:125]1)[CH:126]=[CH:127][c:128]1[cH:129][cH:130][cH:131][cH:132][cH:133]1.[O:1]1[CH2:2][CH2:3][N:4]([S:7](=[O:8])(=[O:9])[NH2:10])[CH2:5][CH2:6]1.[O:72]1[CH2:73][CH2:74][O:75][CH2:76][CH2:77]1.[O:80]=[C:81]([CH:82]=[CH:83][c:84]1[cH:85][cH:86][cH:87][cH:88][cH:89]1)[CH:90]=[CH:91][c:92]1[cH:93][cH:94][cH:95][cH:96][cH:97]1.[O:98]=[C:99]([CH:100]=[CH:101][c:102]1[cH:103][cH:104][cH:105][cH:106][cH:107]1)[CH:108]=[CH:109][c:110]1[cH:111][cH:112][cH:113][cH:114][cH:115]1.[Pd:78].[Pd:79]>>[O:1]1[CH2:2][CH2:3][N:4]([S:7](=[O:8])(=[O:9])[NH:10][c:52]2[cH:53][c:54]([O:68][CH2:69][CH2:70][OH:71])[n:55][c:56]([S:58][CH2:59][c:60]3[c:61]([F:67])[c:62]([F:66])[cH:63][cH:64][cH:65]3)[n:57]2)[CH2:5][CH2:6]1. Reactants: C(CCC)[Li] (n-butyllithium), BrC=1C=C2C=NN(C2=CC1)C1=CC=C(C=C1)F (5-bromo-1-(4-fluorophenyl)-1H-indazole), ClC=1SC(=CC1)C(C(F)(F)F)=O (2-chloro-5-trifluoroacetylthiophene). The solvent is O (water), C1CCOC1 (THF). Reaction conditions: temperature -78 celsius, time 30 minute. The product is ClC1=CC=C(S1)C(C(F)(F)F)(O)C=1C=C2C=NN(C2=CC1)C1=CC=C(C=C1)F (1-(5-Chlorothiophen-2-yl)-2,2,2-trifluoro-1-[1-(4-fluorophenyl)-1H-indazol-5-yl]ethanol). Isolated yield 15.3%. RXN SMILES: Br[C:2]1[CH:3]=[C:4]2[C:8](=[CH:9][CH:10]=1)[N:7]([C:11]1[CH:16]=[CH:15][C:14]([F:17])=[CH:13][CH:12]=1)[N:6]=[CH:5]2.C([Li])CCC.[Cl:23][C:24]1[S:25][C:26]([C:29](=[O:34])[C:30]([F:33])([F:32])[F:31])=[CH:27][CH:28]=1>C1COCC1.O>[Cl:23][C:24]1[S:25][C:26]([C:29]([C:2]2[CH:3]=[C:4]3[C:8](=[CH:9][CH:10]=2)[N:7]([C:11]2[CH:16]=[CH:15][C:14]([F:17])=[CH:13][CH:12]=2)[N:6]=[CH:5]3)([OH:34])[C:30]([F:31])([F:32])[F:33])=[CH:27][CH:28]=1. Procedure details: To a chilled (−78° C.) stirred solution of 1.5 g (5.0 mmol) of 5-bromo-1-(4-fluorophenyl)-1H-indazole in THF was added 2.0 mL (5.0 mmol) of n-butyllithium dropwise followed by 1.0 g (4.6 mmol) of 2-chloro-5-trifluoroacetylthiophene in one portion. After 30 minutes, the mixture was diluted with 10 mL of water, warmed to room temperature and extracted with ethyl acetate. The combined organic layers were washed with brine, dried over sodium sulfate, and concentrated in vacuo. The residue was purifi... Reactants: solution, C(C(C)C)[Mg]Cl (isobutylmagnesium chloride), C(C)(C)(C)OC(=O)N[C@H]([C@H](C=O)OC(C)=O)CC1=CC=CC=C1 ((2R, 3S)-N-[(tert-Butyloxy)carbonyl]-3-amino-2-acetoxy-4-phenylbutanal). The solvent is CCOCC (ether), CO.O (MeOH H2O), CCOCC (ether), C1CCOC1 (THF). Reaction conditions: temperature -70 celsius, time 2 hour. Yields the product C(C)(C)(C)OC(=O)N[C@@H](CC1=CC=CC=C1)[C@H]([C@H](CC(C)C)O)O ((2S, 3R, 4S)-N-[(tert-Butyloxy)carbonyl]-2-amino-1-phenyl-3,4 -dihydroxy6-methylheptane). As a reaction SMILES: [C:1]([O:5][C:6]([NH:8][C@@H:9]([CH2:17][C:18]1[CH:23]=[CH:22][CH:21]=[CH:20][CH:19]=1)[C@@H:10]([O:13]C(=O)C)[CH:11]=[O:12])=[O:7])([CH3:4])([CH3:3])[CH3:2].[CH2:24]([Mg]Cl)[CH:25]([CH3:27])[CH3:26]>C1COCC1.CCOCC.CO.O>[C:1]([O:5][C:6]([NH:8][C@H:9]([C@@H:10]([OH:13])[C@@H:11]([OH:12])[CH2:24][CH:25]([CH3:27])[CH3:26])[CH2:17][C:18]1[CH:19]=[CH:20][CH:21]=[CH:22][CH:23]=1)=[O:7])([CH3:2])([CH3:3])[CH3:4] |f:4.5|. Reported procedure: The title compound of Step 1 was dissolved under nitrogen in 100 mL of dry THF and cooled to -70° C. To this solution was added 13 mL (26 mmol) of a 2.0M solution of isobutylmagnesium chloride in ether and the stirred mixture was allowed to warm to room temperature and stir for 2 hrs. After decomposition with MeOH/H2O the mixture was diluted with ether, washed with saturated NH4Cl solution twice and dried with magnesium sulfate and the solvents evaporated under vacuum. The residue was allowed to... Starting materials: [Mg] (magnesium), BrC1=C(C=CC=C1)C1=CC=C(C=C1)C(F)(F)F (2-bromo-4′-(trifluoromethyl)biphenyl), cuprous chloride, ClP(C(C)(C)C)C(C)(C)C (chloro-di-t-butylphosphine), II (iodine). The solvent is CCOCC (ether). Reaction conditions: time 14 hour. Product: C(C)(C)(C)P(C1=C(C=CC=C1)C1=CC=C(C=C1)C(F)(F)F)C(C)(C)C (2-(di-t-butylphosphino)-4′-(trifluoromethyl)biphenyl). Yield: 10.7%. RXN SMILES: [Mg].Br[C:3]1[CH:8]=[CH:7][CH:6]=[CH:5][C:4]=1[C:9]1[CH:14]=[CH:13][C:12]([C:15]([F:18])([F:17])[F:16])=[CH:11][CH:10]=1.II.Cl[P:22]([C:27]([CH3:30])([CH3:29])[CH3:28])[C:23]([CH3:26])([CH3:25])[CH3:24]>CCOCC>[C:23]([P:22]([C:27]([CH3:30])([CH3:29])[CH3:28])[C:3]1[CH:8]=[CH:7][CH:6]=[CH:5][C:4]=1[C:9]1[CH:14]=[CH:13][C:12]([C:15]([F:18])([F:17])[F:16])=[CH:11][CH:10]=1)([CH3:26])([CH3:25])[CH3:24]. Procedure details: An oven dried Schlenk tube was evacuated and backfilled with argon and charged with magnesium turnings (90 mg, 3.69 mmol), 2-bromo-4′-(trifluoromethyl)biphenyl (1.01 g, 3.35 mmol), and a crystal of iodine. The tube was purged with argon for 5 minutes, then THF (6 mL) was added through a rubber septum and the reaction mixture was heated to reflux for 1 hour. The reaction mixture was cooled to room temperature and cuprous chloride (365 mg, 3.69 mmol) and chloro-di-t-butylphosphine (0.765 mL, 4.03 ... Reactants: CC(C)O, OCCCCC#Cc1cccnc1. Product: OCCCCCCc1cccnc1. As a reaction SMILES: [CH:14]([OH:15])([CH3:16])[CH3:17].[n:1]1[cH:2][c:3]([C:7]#[C:8][CH2:9][CH2:10][CH2:11][CH2:12][OH:13])[cH:4][cH:5][cH:6]1>>[n:1]1[cH:2][c:3]([CH2:7][CH2:8][CH2:9][CH2:10][CH2:11][CH2:12][OH:13])[cH:4][cH:5][cH:6]1. Reactants: CNOC, CCN=C=NCCCN(C)C, Cl, C1CCOC1, c1ccncc1, O=C(O)c1n[nH]c2ccccc12. Yields the product CON(C)C(=O)c1n[nH]c2ccccc12. As a reaction SMILES: [CH3:14][NH:15][O:16][CH3:17].[CH3:18][N:19]([CH3:20])[CH2:21][CH2:22][CH2:23][N:24]=[C:25]=[N:26][CH2:27][CH3:28].[ClH:13].[O:35]1[CH2:36][CH2:37][CH2:38][CH2:39]1.[cH:29]1[cH:30][cH:31][n:32][cH:33][cH:34]1.[nH:1]1[n:2][c:3]([C:10](=[O:11])[OH:12])[c:4]2[cH:5][cH:6][cH:7][cH:8][c:9]12>>[nH:1]1[n:2][c:3]([C:10](=[O:12])[N:15]([CH3:14])[O:16][CH3:17])[c:4]2[cH:5][cH:6][cH:7][cH:8][c:9]12. Reactants: CCCCOC(=O)NC1CCN(C(=O)C(CCC(=O)OC(C)(C)C)NC(=O)OCc2ccccc2)CC1, CCO, [H][H]. Product: CCCCOC(=O)NC1CCN(C(=O)C(N)CCC(=O)OC(C)(C)C)CC1. Reaction SMILES: [C:1]([CH3:2])([CH3:3])([CH3:4])[O:5][C:6]([CH2:7][CH2:8][CH:9]([C:10](=[O:11])[N:12]1[CH2:13][CH2:14][CH:15]([NH:18][C:19](=[O:20])[O:21][CH2:22][CH2:23][CH2:24][CH3:25])[CH2:16][CH2:17]1)[NH:26][C:27]([O:28][CH2:29][c:30]1[cH:31][cH:32][cH:33][cH:34][cH:35]1)=[O:36])=[O:37].[CH3:40][CH2:41][OH:42].[H:38][H:39]>>[C:1]([CH3:2])([CH3:3])([CH3:4])[O:5][C:6]([CH2:7][CH2:8][CH:9]([C:10](=[O:11])[N:12]1[CH2:13][CH2:14][CH:15]([NH:18][C:19](=[O:20])[O:21][CH2:22][CH2:23][CH2:24][CH3:25])[CH2:16][CH2:17]1)[NH2:26])=[O:37].